This data is from the Open Reaction Database (ORD), a public repository of structured organic reaction records. The task is: describe an organic reaction: reactants, conditions, products, and yield Reactants: CS(=O)(=O)OS(=O)(=O)C (Methanesulfonic anhydride), NC1=NC=2C=CC=CC2C=2C1=NN(C2CC2(CCNCC2)O)CC (4-[(4-amino-2-ethyl-2H-pyrazolo[3,4-c]quinolin-1-yl)methyl]piperidin-4-ol), C([O-])([O-])=O.[Na+].[Na+] (sodium carbonate). The solvent is C(Cl)(Cl)Cl (chloroform). Run at time 16 hour. Yields the product NC1=NC=2C=CC=CC2C=2C1=NN(C2CC2(CCN(CC2)S(=O)(=O)C)O)CC (4-[(4-amino-2-ethyl-2H-pyrazolo[3,4-c]quinolin-1-yl)methyl]-1-(methylsulfonyl)piperidin-4-ol). The yield is 44.4%. As a reaction SMILES: [CH3:1][S:2]([O:5]S(C)(=O)=O)(=O)=[O:3].[NH2:10][C:11]1[C:20]2=[N:21][N:22]([CH2:32][CH3:33])[C:23]([CH2:24][C:25]3([OH:31])[CH2:30][CH2:29][NH:28][CH2:27][CH2:26]3)=[C:19]2[C:18]2[CH:17]=[CH:16][CH:15]=[CH:14][C:13]=2[N:12]=1.C(=O)([O-])[O-].[Na+].[Na+]>C(Cl)(Cl)Cl>[NH2:10][C:11]1[C:20]2=[N:21][N:22]([CH2:32][CH3:33])[C:23]([CH2:24][C:25]3([OH:31])[CH2:30][CH2:29][N:28]([S:2]([CH3:1])(=[O:5])=[O:3])[CH2:27][CH2:26]3)=[C:19]2[C:18]2[CH:17]=[CH:16][CH:15]=[CH:14][C:13]=2[N:12]=1 |f:2.3.4|. Procedure: Methanesulfonic anhydride (0.160 g, 0.922 mmol) was added to a slurry of 4-[(4-amino-2-ethyl-2H-pyrazolo[3,4-c]quinolin-1-yl)methyl]piperidin-4-ol (0.300 g, 0.922 mmol) in chloroform (10 mL). After 16 hours, 2M aqueous sodium carbonate was added and the biphasic mixture was stirred for 30 minutes resulting in a white precipitate. The mixture was extracted with 10% methanol in dichloromethane. The solution was concentrated. The residue was purified via automated flash chromatography and recrystal...